Dataset: the Open Reaction Database (ORD), a public repository of structured organic reaction records. Task: describe an organic reaction: reactants, conditions, products, and yield Reactants: O=C([O-])[O-], FC(F)(F)c1cnc(Cl)cc1I, [Cs+], [Cs+], COC(=O)c1sc(SC)nc1N, C1COCCO1, O=C(C=Cc1ccccc1)C=Cc1ccccc1, O=C(C=Cc1ccccc1)C=Cc1ccccc1, O=C(C=Cc1ccccc1)C=Cc1ccccc1, [Pd], [Pd]. Product: COC(=O)c1sc(SC)nc1Nc1cc(Cl)ncc1C(F)(F)F. RXN SMILES: [C:25](=[O:26])([O-:27])[O-:28].[Cl:1][c:2]1[n:3][cH:4][c:5]([C:9]([F:10])([F:11])[F:12])[c:6]([I:8])[cH:7]1.[Cs+:29].[Cs+:30].[NH2:13][c:14]1[n:15][c:16]([S:23][CH3:24])[s:17][c:18]1[C:19](=[O:20])[O:21][CH3:22].[O:31]1[CH2:32][CH2:33][O:34][CH2:35][CH2:36]1.[O:39]=[C:40]([CH:41]=[CH:42][c:43]1[cH:44][cH:45][cH:46][cH:47][cH:48]1)[CH:49]=[CH:50][c:51]1[cH:52][cH:53][cH:54][cH:55][cH:56]1.[O:57]=[C:58]([CH:59]=[CH:60][c:61]1[cH:62][cH:63][cH:64][cH:65][cH:66]1)[CH:67]=[CH:68][c:69]1[cH:70][cH:71][cH:72][cH:73][cH:74]1.[O:75]=[C:76]([CH:77]=[CH:78][c:79]1[cH:80][cH:81][cH:82][cH:83][cH:84]1)[CH:85]=[CH:86][c:87]1[cH:88][cH:89][cH:90][cH:91][cH:92]1.[Pd:37].[Pd:38]>>[Cl:1][c:2]1[n:3][cH:4][c:5]([C:9]([F:10])([F:11])[F:12])[c:6]([NH:13][c:14]2[n:15][c:16]([S:23][CH3:24])[s:17][c:18]2[C:19](=[O:20])[O:21][CH3:22])[cH:7]1. Isolated yield 75.8%. Run at time 24 hour. Procedure: 3-{[Tert-butyl(diphenyl)silyl]oxy}-2-fluoropropionic acid ethyl ester (17.98 g, 48.01 mmol) was dissolved in tetrahydrofuran (250 ml). Lithium borohydride (2.32 g, 96.02 mmol) was added to the solution under cooling on ice and the mixture was stirred for 24 hours. To the reaction solution was added 1N sodium hydroxide aqueous solution under cooling on ice to quench the reaction. The resulting solution was extracted with ethyl acetate, and the resultant was washed with saturated sodium chloride s... Reactants: [BH4-].[Li+] (Lithium borohydride), C(C)OC(C(CO[Si](C1=CC=CC=C1)(C1=CC=CC=C1)C(C)(C)C)F)=O (3-{[Tert-butyl(diphenyl)silyl]oxy}-2-fluoropropionic acid ethyl ester), [OH-].[Na+] (sodium hydroxide). Reaction SMILES: C([O:3][C:4](=O)[CH:5]([F:25])[CH2:6][O:7][Si:8]([C:21]([CH3:24])([CH3:23])[CH3:22])([C:15]1[CH:20]=[CH:19][CH:18]=[CH:17][CH:16]=1)[C:9]1[CH:14]=[CH:13][CH:12]=[CH:11][CH:10]=1)C.[BH4-].[Li+].[OH-].[Na+]>O1CCCC1>[Si:8]([O:7][CH2:6][CH:5]([F:25])[CH2:4][OH:3])([C:21]([CH3:24])([CH3:22])[CH3:23])([C:15]1[CH:20]=[CH:19][CH:18]=[CH:17][CH:16]=1)[C:9]1[CH:10]=[CH:11][CH:12]=[CH:13][CH:14]=1 |f:1.2,3.4|. The solvent is O1CCCC1 (tetrahydrofuran). Product: [Si](C1=CC=CC=C1)(C1=CC=CC=C1)(C(C)(C)C)OCC(CO)F (3-{[tert-Butyl(diphenyl)silyl]oxy}-2-fluoropropan-1-ol). Starting materials: N1(CCOCC1)CC1COC2=C(N1N)C=CC=C2 (3-(4-morpholinylmethyl)-4-amino-3,4-dihydro-2H-1,4-benzoxazine), CNCC1OC2=C(N(C1)N)C=CC=C2 (2-methylaminomethyl-4-amino-3,4-dihydro-2H-1,4-benzoxazine), N1C(CNCCC1)CC1OC2=C(N(C1)N)C=CC=C2 (2-[1-(hexahydro-4H-1,4-diazepinyl)methyl]-4-amino-3,4-dihydro-2H-1,4-benzoxazine), NCC1OC2=C(N(C1)N)C=CC=C2 (2-aminomethyl-4-amino-3,4-dihydro-2H-1,4-benzoxazine), N1(CCC1)CC1OC2=C(N(C1)N)C=CC=C2 (2-(1-azetidinylmethyl)-4-amino-3,4-dihydro-2H-1,4-benzoxazine), COC1=CC=C(C=C1)C(CC(CC)=O)=O (5-(4-methoxyphenyl) -3,5-pentanedione), CN1CCN(CC1)CC1OC2=C(N(C1)N)C=CC=C2 (2-(4-methyl-1-piperazinylmethyl)-4-amino-3,4-dihydro-2H -1,4-benzoxazine), N1(CCCC1)CC1OC2=C(N(C1)N)C=CC=C2 (2-(1-pyrrolidinylmethyl)-4-amino-3,4-dihydro-2H-1,4-benzoxazine), N1(CCCCC1)CC1OC2=C(N(C1)N)C=CC=C2 (2-(1-piperidinylmethyl)-4-amino-3,4-dihydro-2H-1,4-benzoxazine), C(C)N(CC)CC1OC2=C(N(C1)N)C=CC=C2 (2-(N,N-diethylaminomethyl)-4-amino-3,4-dihydro-2H-1,4-benzoxazine), N1(CCSCC1)CC1OC2=C(N(C1)N)C=CC=C2 (2-(4-thiomorpholinylmethyl)-4-amino -3,4-dihydro-2H-1,4-benzoxazine). Product: C1(=CC=CC2=CC=CC=C12)C(CC(C)=O)=O (4-(1-naphthyl)-2,4-butanedione). As a reaction SMILES: N1(CC2N(N)[C:12]3[CH:15]=[CH:16][CH:17]=[CH:18][C:11]=3OC2)CCOCC1.N1(CC2CN(N)C3C=[CH:34][CH:35]=[CH:36][C:28]=3[O:27]2)CCCCC1.C(N(CC1CN(N)[C:46]2[CH:50]=CC=[CH:53][C:45]=2O1)CC)C.NCC1CN(N)C2C=CC=CC=2[O:57]1.CNCC1CN(N)C2C=CC=CC=2O1.N1(CC2CN(N)C3C=CC=CC=3O2)CCSCC1.N1(CC2CN(N)C3C=CC=CC=3O2)CCCC1.N1(CC2CN(N)C3C=CC=CC=3O2)CCC1.CN1CCN(CC2CN(N)C3C=CC=CC=3O2)CC1.N1CCCNCC1CC1CN(N)C2C=CC=CC=2O1.COC1C=CC(C(=O)CC(=O)CC)=CC=1>>[C:15]1([C:28](=[O:27])[CH2:36][C:35](=[O:57])[CH3:34])[C:12]2[C:11](=[CH:53][CH:45]=[CH:46][CH:50]=2)[CH:18]=[CH:17][CH:16]=1. Procedure details: Proceeding in a manner similar to that described in Example 2A above, substituting for the 3-(4-morpholinylmethyl)-4-amino-3,4-dihydro-2H-1,4-benzoxazine used therein a molar equivalent amount of 2-(1-piperidinylmethyl)-4-amino-3,4-dihydro-2H-1,4-benzoxazine, 2-(N,N-diethylaminomethyl)-4-amino-3,4-dihydro-2H-1,4-benzoxazine, 2-aminomethyl-4-amino-3,4-dihydro-2H-1,4-benzoxazine, 2-methylaminomethyl-4-amino-3,4-dihydro-2H-1,4-benzoxazine, 2-(4-thiomorpholinylmethyl)-4-amino -3,4-dihydro-2H-1,4-ben... The reactants are ClCCl, O=C(O)C(F)(F)F, COc1cc2c(Oc3cnc4[nH]ccc4c3)ncnc2cc1OCCCN1CCN(C(=O)OC(C)(C)C)CC1. Yields the product COc1cc2c(Oc3cnc4[nH]ccc4c3)ncnc2cc1OCCCN1CCNCC1. As a reaction SMILES: [Cl:47][CH2:48][Cl:49].[OH:40][C:41]([C:42]([F:43])([F:44])[F:45])=[O:46].[nH:1]1[cH:2][cH:3][c:4]2[cH:5][c:6]([O:10][c:11]3[n:12][cH:13][n:14][c:15]4[cH:16][c:17]([O:23][CH2:24][CH2:25][CH2:26][N:27]5[CH2:28][CH2:29][N:30]([C:33]([O:34][C:35]([CH3:36])([CH3:37])[CH3:38])=[O:39])[CH2:31][CH2:32]5)[c:18]([O:21][CH3:22])[cH:19][c:20]34)[cH:7][n:8][c:9]12>>[nH:1]1[cH:2][cH:3][c:4]2[cH:5][c:6]([O:10][c:11]3[n:12][cH:13][n:14][c:15]4[cH:16][c:17]([O:23][CH2:24][CH2:25][CH2:26][N:27]5[CH2:28][CH2:29][NH:30][CH2:31][CH2:32]5)[c:18]([O:21][CH3:22])[cH:19][c:20]34)[cH:7][n:8][c:9]12. Starting materials: ClC1=C(C2=C(CCN(CC2)C(C(F)(F)F)=O)C=C1)OS(=O)(=O)C(F)(F)F (7-chloro-3-(2,2,2-trifluoroacetyl)-6-trifluoromethanesulfonyloxy-2,3,4,5-tetrahydro-1H-benzo[d]azepine), CN(C)C=O (DMF), C(Cl)Cl (DCM), O (water). Reagents/catalysts: [C-]#N.[Zn+2].[C-]#N (zinc cyanide), C=1C=CC(=CC1)/C=C/C(=O)/C=C/C2=CC=CC=C2.C=1C=CC(=CC1)/C=C/C(=O)/C=C/C2=CC=CC=C2.C=1C=CC(=CC1)/C=C/C(=O)/C=C/C2=CC=CC=C2.[Pd].[Pd] (tris(dibenzylideneacetone)dipalladium(0)), C1=CC=C(C=C1)P([C-]2C=CC=C2)C3=CC=CC=C3.C1=CC=C(C=C1)P([C-]2C=CC=C2)C3=CC=CC=C3.[Fe+2] (DPPF). The product is ClC1=C(C2=C(CCN(CC2)C(C(F)(F)F)=O)C=C1)C#N (7-Chloro-6-cyano-3-(2,2,2-trifluoroacetyl)-2,3,4,5-tetrahydro-1H-benzo[d]azepine). Yield: 90.0%. RXN SMILES: [Cl:1][C:2]1[CH:18]=[CH:17][C:5]2[CH2:6][CH2:7][N:8]([C:11](=[O:16])[C:12]([F:15])([F:14])[F:13])[CH2:9][CH2:10][C:4]=2[C:3]=1OS(C(F)(F)F)(=O)=O.C(Cl)Cl.O.[CH3:31][N:32](C=O)C>[C-]#N.[Zn+2].[C-]#N.C1C=CC(/C=C/C(/C=C/C2C=CC=CC=2)=O)=CC=1.C1C=CC(/C=C/C(/C=C/C2C=CC=CC=2)=O)=CC=1.C1C=CC(/C=C/C(/C=C/C2C=CC=CC=2)=O)=CC=1.[Pd].[Pd].C1C=CC(P(C2C=CC=CC=2)[C-]2C=CC=C2)=CC=1.C1C=CC(P(C2C=CC=CC=2)[C-]2C=CC=C2)=CC=1.[Fe+2]>[Cl:1][C:2]1[CH:18]=[CH:17][C:5]2[CH2:6][CH2:7][N:8]([C:11](=[O:16])[C:12]([F:15])([F:14])[F:13])[CH2:9][CH2:10][C:4]=2[C:3]=1[C:31]#[N:32] |f:4.5.6,7.8.9.10.11,12.13.14|. Reported procedure: Combine 7-chloro-3-(2,2,2-trifluoroacetyl)-6-trifluoromethanesulfonyloxy-2,3,4,5-tetrahydro-1H-benzo[d]azepine (5.015 g, 11.8 mmol), zinc cyanide (2.09 g, 17.7 mmol), tris(dibenzylideneacetone)dipalladium(0) (0.59 g, 0.59 mmol) and DPPF (0.659 g, 1.18 mmol) in anhydrous DMF (40 mL), and stir at 95° C. for 3 h. Cool the reaction mixture to room temperature, add DCM and water. Extract the aqueous phase with DCM. Dry the combined organic extracts over anhydrous Na2SO4, filter and concentrate in vac... Solvent: ClCCl (dichloromethane). Procedure details: A solution of 5-[4-(4-(2-(2-t-butoxycarbonylaminopropanamido}2-methoxycarbonylethyl)phenoxy)benzyl]thiazolidin-2,4-dione (1 g, 1.75 mmol) in dichloromethane (10 ml) was bubbled with HCl gas at −10° C. for 50 minutes. The excess HCl gas was removed by N2 bubbling and concentrated to dryness to afford the title compound (0.59 g, yield 66.3%). RXN SMILES: C(OC([NH:8][CH:9]([CH3:40])[C:10]([NH:12][CH:13]([C:36]([O:38][CH3:39])=[O:37])[CH2:14][C:15]1[CH:35]=[CH:34][C:18]([O:19][C:20]2[CH:33]=[CH:32][C:23]([CH2:24][CH:25]3[S:29][C:28](=[O:30])[NH:27][C:26]3=[O:31])=[CH:22][CH:21]=2)=[CH:17][CH:16]=1)=[O:11])=O)(C)(C)C.[ClH:41]>ClCCl>[ClH:41].[NH2:8][CH:9]([CH3:40])[C:10]([NH:12][CH:13]([C:36]([O:38][CH3:39])=[O:37])[CH2:14][C:15]1[CH:35]=[CH:34][C:18]([O:19][C:20]2[CH:33]=[CH:32][C:23]([CH2:24][CH:25]3[S:29][C:28](=[O:30])[NH:27][C:26]3=[O:31])=[CH:22][CH:21]=2)=[CH:17][CH:16]=1)=[O:11] |f:3.4|. The product is Cl.NC(C(=O)NC(CC1=CC=C(OC2=CC=C(CC3C(NC(S3)=O)=O)C=C2)C=C1)C(=O)OC)C (5-[4-(4-(2-(2-Aminopropanamido)-2-methoxycarbonylethyl)phenoxy)benzyl]thiazolidin-2,4-dione hydrochloride). Reactants: C(C)(C)(C)OC(=O)NC(C(=O)NC(CC1=CC=C(OC2=CC=C(CC3C(NC(S3)=O)=O)C=C2)C=C1)C(=O)OC)C (5-[4-(4-(2-(2-t-butoxycarbonylaminopropanamido}2-methoxycarbonylethyl)phenoxy)benzyl]thiazolidin-2,4-dione), Cl (HCl). Isolated yield 66.3%. Starting materials: CCOC(=O)C(F)(F)C(O)c1ccccc1[N+](=O)[O-], CC(C)N, CCO. The product is CC(C)NC(=O)C(F)(F)C(O)c1ccccc1[N+](=O)[O-]. RXN SMILES: [CH2:1]([O:2][C:4]([C:5]([CH:6]([OH:7])[c:8]1[c:9]([N+:14](=[O:15])[O-:16])[cH:10][cH:11][cH:12][cH:13]1)([F:17])[F:18])=[O:19])[CH3:3].[CH3:20][CH:21]([CH3:22])[NH2:23].[CH3:24][CH2:25][OH:26]>>[C:4]([C:5]([CH:6]([OH:7])[c:8]1[c:9]([N+:14](=[O:15])[O-:16])[cH:10][cH:11][cH:12][cH:13]1)([F:17])[F:18])(=[O:19])[NH:23][CH:21]([CH3:20])[CH3:22].